This data is from the Open Reaction Database (ORD), a public repository of structured organic reaction records. The task is: describe an organic reaction: reactants, conditions, products, and yield Reactants: solution, NCC=1C=CC2=C(N(C3=C(S2)N=CC=N3)COC)C1 (8-aminomethyl-10-methoxymethyl-10H-pyrazino[2,3-b][1,4]-benzothiazine), CC1=C(C=NO1)C(=O)O (5-methyl-1,2-oxazole-4-carboxylic acid), [Cl-].[NH4+] (ammonium chloride), P(=O)(OCC)(OCC)Cl (diethyl chlorophosphate). Solvent: O1CCCC1 (tetrahydrofuran), C(C)(=O)OCC (ethyl acetate), C(C)N(CC)CC (triethylamine), O1CCCC1 (tetrahydrofuran). Reaction conditions: time 30 minute. The product is COCN1C2=C(SC3=C1C=C(C=C3)CNC(=O)C=3C=NOC3C)N=CC=N2 (N-(10-methoxymethyl-10H-pyrazino[2,3-b][1,4]benzothiazin-8-ylmethyl)-5-methyl-1,2-oxazole-4-carboxamide). Isolated yield 49.6%. As a reaction SMILES: [CH3:1][C:2]1[O:6][N:5]=[CH:4][C:3]=1[C:7]([OH:9])=O.P(Cl)(OCC)(OCC)=O.[NH2:19][CH2:20][C:21]1[CH:22]=[CH:23][C:24]2[S:29][C:28]3[N:30]=[CH:31][CH:32]=[N:33][C:27]=3[N:26]([CH2:34][O:35][CH3:36])[C:25]=2[CH:37]=1.[Cl-].[NH4+]>O1CCCC1.C(OCC)(=O)C.C(N(CC)CC)C>[CH3:36][O:35][CH2:34][N:26]1[C:25]2[CH:37]=[C:21]([CH2:20][NH:19][C:7]([C:3]3[CH:4]=[N:5][O:6][C:2]=3[CH3:1])=[O:9])[CH:22]=[CH:23][C:24]=2[S:29][C:28]2[N:30]=[CH:31][CH:32]=[N:33][C:27]1=2 |f:3.4|. Procedure: A solution of 520 mg of 5-methyl-1,2-oxazole-4-carboxylic acid and 0.75 ml of triethylamine in tetrahydrofuran (10 ml) was ice-cooled. After adding 0.8 ml of diethyl chlorophosphate, the resulting mixture was stirred at room temperature for 30 minutes. To the reaction mixture was added 5 ml of a solution of 750 mg of 8-aminomethyl-10-methoxymethyl-10H-pyrazino[2,3-b][1,4]-benzothiazine in tetrahydrofuran and the resulting mixture was stirred at room temperature for 1.5 hours. Next, the reaction ... Starting materials: C1(=CC=CC=C1)C(C1=CC=CC=C1)N1CCNCC1 (diphenylmethylpiperazine), CN(C)C(=[N+](C)C)ON1C2=C(C=CC=C2)N=N1.[B-](F)(F)(F)F (TBTU), CN1CCOCC1 (N-methylmorpholine), Cl.COC1=C(C=C(C=C1C)C1CCC=2N(C1)C=C(N2)C(=O)O)C (6-(4-methoxy-3,5-dimethylphenyl)-5,6,7,8-tetrahydroimidazo[1,2-a]pyridine-2-carboxylic acid hydrochloride). Run in CN(C)C=O (DMF). Run at time 30 minute. Product: C(C1=CC=CC=C1)(C1=CC=CC=C1)N1CCN(CC1)C(=O)C=1N=C2N(CC(CC2)C2=CC(=C(C(=C2)C)OC)C)C1 ((4-Benzhydrylpiperazin-1-yl)(6-(4-methoxy-3,5-dimethylphenyl)-5,6,7,8-tetrahydroimidazo[1,2-a]pyridin-2-yl)methanone). Reaction SMILES: CN(C(ON1N=NC2C=CC=CC1=2)=[N+](C)C)C.[B-](F)(F)(F)F.CN1CCOCC1.Cl.[CH3:31][O:32][C:33]1[C:38]([CH3:39])=[CH:37][C:36]([CH:40]2[CH2:45][N:44]3[CH:46]=[C:47]([C:49]([OH:51])=O)[N:48]=[C:43]3[CH2:42][CH2:41]2)=[CH:35][C:34]=1[CH3:52].[C:53]1([CH:59]([N:66]2[CH2:71][CH2:70][NH:69][CH2:68][CH2:67]2)[C:60]2[CH:65]=[CH:64][CH:63]=[CH:62][CH:61]=2)[CH:58]=[CH:57][CH:56]=[CH:55][CH:54]=1>CN(C=O)C>[CH:59]([N:66]1[CH2:71][CH2:70][N:69]([C:49]([C:47]2[N:48]=[C:43]3[CH2:42][CH2:41][CH:40]([C:36]4[CH:37]=[C:38]([CH3:39])[C:33]([O:32][CH3:31])=[C:34]([CH3:52])[CH:35]=4)[CH2:45][N:44]3[CH:46]=2)=[O:51])[CH2:68][CH2:67]1)([C:60]1[CH:65]=[CH:64][CH:63]=[CH:62][CH:61]=1)[C:53]1[CH:58]=[CH:57][CH:56]=[CH:55][CH:54]=1 |f:0.1,3.4|. Procedure: TBTU (212 mg; 0.66 mmol) and N-methylmorpholine (181 μl; 167 mg; 1.65 mmol) were added to a solution of 6-(4-methoxy-3,5-dimethylphenyl)-5,6,7,8-tetrahydroimidazo[1,2-a]pyridine-2-carboxylic acid hydrochloride (165 mg; 0.49 mmol) in DMF (1 ml). The reaction mixture was stirred vigorously for 30 min at room temperature and then diphenylmethylpiperazine (166 mg; 0.7 mmol) was added. The reaction mixture was stirred for 4 h at room temperature and poured onto water. The precipitated solid was filte...